This data is from the Open Reaction Database (ORD), a public repository of structured organic reaction records. The task is: describe an organic reaction: reactants, conditions, products, and yield Reaction SMILES: [Cl:1][c:2]1[n:3][c:4]([NH:16][CH2:17][c:18]2[cH:19][c:20]([O:26][CH3:27])[c:21]([O:24][CH3:25])[cH:22][cH:23]2)[c:5]2[n:6][cH:7][n:8]([CH:11]3[CH2:12][CH2:13][CH2:14][CH2:15]3)[c:9]2[n:10]1.[Cl:42][CH2:43][Cl:44].[ClH:28].[K+:36].[K+:37].[O-:38][C:39]([O-:40])=[O:41].[OH:29][CH:30]1[CH2:31][NH:32][CH2:33][CH2:34][CH2:35]1.[n:45]1[cH:46][c:47]([CH3:48])[cH:49][cH:50][c:51]1[CH3:52]>>[c:2]1([N:32]2[CH2:31][CH:30]([OH:29])[CH2:35][CH2:34][CH2:33]2)[n:3][c:4]([NH:16][CH2:17][c:18]2[cH:19][c:20]([O:26][CH3:27])[c:21]([O:24][CH3:25])[cH:22][cH:23]2)[c:5]2[n:6][cH:7][n:8]([CH:11]3[CH2:12][CH2:13][CH2:14][CH2:15]3)[c:9]2[n:10]1. Starting materials: COc1ccc(CNc2nc(Cl)nc3c2ncn3C2CCCC2)cc1OC, ClCCl, Cl, [K+], [K+], O=C([O-])[O-], OC1CCCNC1, Cc1ccc(C)nc1. The product is COc1ccc(CNc2nc(N3CCCC(O)C3)nc3c2ncn3C2CCCC2)cc1OC. Yield: 93.1%. Conditions: time 200 minute. Reactants: [Cl-].[Ca+2].[Cl-] (calcium chloride), Cl (hydrochloric acid), [BH4-].[Na+] (sodium tetrahydroborate), C(C1=CC=CC=C1)OCC1CCC(O1)=O (5-((benzyloxy)methyl)oxolane-2-one). Product: C(C1=CC=CC=C1)OCC(CCCO)O (5-(benzyloxy)pentane-1,4-diol). Procedure: 2.3 g of sodium tetrahydroborate was added to a solution of 9.9 g of 5-((benzyloxy)methyl)oxolane-2-one in 12 mL of ethanol and 48 mL of tetrahydrofuran in a nitrogen atmosphere at a temperature of 5° C. to 10° C., and thereafter, a solution of 7.0 g of calcium chloride in 25 mL of ethanol was then added dropwise to the mixture over 20 minutes. Thereafter, 25 mL of tetrahydrofuran was added to the reaction mixture, and the obtained mixture was then stirred at room temperature for 200 minutes. Th... As a reaction SMILES: [BH4-].[Na+].[CH2:3]([O:10][CH2:11][CH:12]1[O:16][C:15](=[O:17])[CH2:14][CH2:13]1)[C:4]1[CH:9]=[CH:8][CH:7]=[CH:6][CH:5]=1.[Cl-].[Ca+2].[Cl-].Cl>C(O)C.O1CCCC1.C(OCC)(=O)C>[CH2:3]([O:10][CH2:11][CH:12]([OH:16])[CH2:13][CH2:14][CH2:15][OH:17])[C:4]1[CH:9]=[CH:8][CH:7]=[CH:6][CH:5]=1 |f:0.1,3.4.5|. Run in C(C)O (ethanol), O1CCCC1 (tetrahydrofuran), C(C)(=O)OCC (ethyl acetate), C(C)O (ethanol), O1CCCC1 (tetrahydrofuran). Reactants: C(=O)(OC(C)(C)C)N1[C@@H](CC1)COC=1C=NC(=C(C1)Br)C (3-(1-BOC-2-(S)-azetidinylmethoxy)-5-bromo-6-methyl-pyridine), hexanes EtOAc, C(CCC)C(=C(CCCC)CCCC)[SnH3] (tributylvinyl tin hydride). Reagents/catalysts: C=1C=CC(=CC1)[P](C=2C=CC=CC2)(C=3C=CC=CC3)[Pd]([P](C=4C=CC=CC4)(C=5C=CC=CC5)C=6C=CC=CC6)([P](C=7C=CC=CC7)(C=8C=CC=CC8)C=9C=CC=CC9)[P](C=1C=CC=CC1)(C=1C=CC=CC1)C=1C=CC=CC1 (tetrakis(triphenylphosphine)palladium). Yields the product C(=O)(OC(C)(C)C)N1[C@@H](CC1)COC=1C=NC(=C(C1)C=C)C (3-(1-BOC-2-(S)-azetidinylmethoxy)-5-ethenyl-6-methyl-pyridine). Isolated yield 56.4%. Reaction SMILES: [C:1]([N:8]1[CH2:11][CH2:10][C@H:9]1[CH2:12][O:13][C:14]1[CH:15]=[N:16][C:17]([CH3:21])=[C:18](Br)[CH:19]=1)([O:3][C:4]([CH3:7])([CH3:6])[CH3:5])=[O:2].[CH2:22](C([SnH3])=C(CCCC)CCCC)[CH2:23]CC>C1C=CC([P]([Pd]([P](C2C=CC=CC=2)(C2C=CC=CC=2)C2C=CC=CC=2)([P](C2C=CC=CC=2)(C2C=CC=CC=2)C2C=CC=CC=2)[P](C2C=CC=CC=2)(C2C=CC=CC=2)C2C=CC=CC=2)(C2C=CC=CC=2)C2C=CC=CC=2)=CC=1>[C:1]([N:8]1[CH2:11][CH2:10][C@H:9]1[CH2:12][O:13][C:14]1[CH:15]=[N:16][C:17]([CH3:21])=[C:18]([CH:22]=[CH2:23])[CH:19]=1)([O:3][C:4]([CH3:7])([CH3:6])[CH3:5])=[O:2] |^1:40,42,61,80|. Reported procedure: The product of 196e (1.0 g, 2.8 mmol) and tributylvinyl tin hydride (0.98 mL, 3.4 mmol) and tetrakis(triphenylphosphine)palladium (161 mg, 0.14 mmol) were as in Example 191a to provide the title compound (0.48 g, 1.58 mmol, 56%) after chromatography (silica gel; hexanes/EtOAc, 4:1): MS (CI/NH3) 305 (M+H)+. As a reaction SMILES: N1C=CN=C1.[OH:6][CH2:7][C@@H:8]1[NH:12][C:11](=[O:13])[CH2:10][CH2:9]1.[Si:14](Cl)([C:17]([CH3:20])([CH3:19])[CH3:18])([CH3:16])[CH3:15]>C(Cl)Cl>[Si:14]([O:6][CH2:7][C@@H:8]1[NH:12][C:11](=[O:13])[CH2:10][CH2:9]1)([C:17]([CH3:20])([CH3:19])[CH3:18])([CH3:16])[CH3:15]. Run in C(Cl)Cl (CH2Cl2), C(Cl)Cl (CH2Cl2). The product is [Si](C)(C)(C(C)(C)C)OC[C@H]1CCC(N1)=O ((5R)-5-[(tert-butyldimethylsilyloxy)methyl]pyrrolidin-2-one). Reaction conditions: time 15 hour. Starting materials: N1C=NC=C1 (Imidazole), OC[C@H]1CCC(N1)=O ((5R)-5-(hydroxymethyl)-2-pyrrolidinone), [Si](C)(C)(C(C)(C)C)Cl (tert-butyldimethylsilyl chloride). Reported procedure: Imidazole (5.24 g, 77 mmols) was added to a CH2Cl2 (85 ml) solution of (5R)-5-(hydroxymethyl)-2-pyrrolidinone (4.03 g, 35 mmols). Then, during cooling with ice, a CH2Cl2 (15 ml) solution of tert-butyldimethylsilyl chloride (4.53 g, 30 mmols) was added, and the mixture was stirred for 15 hours at room temperature. The solvent was distilled off under reduced pressure, and then the residue was subjected to silica gel column chromatography (SiO2 300 g, MeOH—CHCl3 5:95 v/v) to obtain (5R)-5-[(tert-bu... Yield: 115.1%.